describe an organic reaction: reactants, conditions, products, and yield From a dataset of the Open Reaction Database (ORD), a public repository of structured organic reaction records. The reactants are BrC1=C(O[C@@H](C(=O)OC)CC2=CC=CC=C2)C(=CC(=C1)C1=C2C=CC=CC2=C(C2=C1C1=C(S2)C=CC=C1)OCC(=O)O)Br ((R)-2-[2,6-dibromo-4-(6-carboxymethoxy-benzo [b]naphtho[2,3-d]thiophen-11-yl)-phenoxy]-3-phenyl-propionic acid, methyl ester), [OH-] (hydroxide). Run in O1CCCC1 (tetrahydrofuran), CO (methanol). Conditions: time 3.5 hour. Yields the product BrC1=C(OC(C(=O)O)CC2=CC=CC=C2)C(=CC(=C1)C1=C2C=CC=CC2=C(C2=C1C1=C(S2)C=CC=C1)OCC(=O)O)Br (2,6-Dibromo-4-(6-carboxymethoxy-benzo[b]naphtho[2,3-d]thiophen-11-yl)-phenoxyl-3-phenyl-propionic acid). Yield: 87.2%. As a reaction SMILES: [Br:1][C:2]1[CH:20]=[C:19]([C:21]2[C:30]3[C:31]4[CH:37]=[CH:36][CH:35]=[CH:34][C:32]=4[S:33][C:29]=3[C:28]([O:38][CH2:39][C:40]([OH:42])=[O:41])=[C:27]3[C:22]=2[CH:23]=[CH:24][CH:25]=[CH:26]3)[CH:18]=[C:17]([Br:43])[C:3]=1[O:4][C@H:5]([CH2:10][C:11]1[CH:16]=[CH:15][CH:14]=[CH:13][CH:12]=1)[C:6]([O:8]C)=[O:7].[OH-]>O1CCCC1.CO>[Br:1][C:2]1[CH:20]=[C:19]([C:21]2[C:30]3[C:31]4[CH:37]=[CH:36][CH:35]=[CH:34][C:32]=4[S:33][C:29]=3[C:28]([O:38][CH2:39][C:40]([OH:42])=[O:41])=[C:27]3[C:22]=2[CH:23]=[CH:24][CH:25]=[CH:26]3)[CH:18]=[C:17]([Br:43])[C:3]=1[O:4][CH:5]([CH2:10][C:11]1[CH:12]=[CH:13][CH:14]=[CH:15][CH:16]=1)[C:6]([OH:8])=[O:7]. Procedure: To a solution of (R)-2-[2,6-dibromo-4-(6-carboxymethoxy-benzo [b]naphtho[2,3-d]thiophen-11-yl)-phenoxy]-3-phenyl-propionic acid, methyl ester (0.436 g, 0.594 mmol) in tetrahydrofuran (9 mL) and methanol (3 mL) was added an aqueous solution of potassuim hydroxide (1 N, 2.37 mL, 2.37 mmol, 4 eq) dropwise at room temperature. After stirring 3.5 hours the solvents were removed and the residue was combined with water. The suspension was acidified with 10% aqueous hydrochloric acid and diethyl ether w...